This data is from the Open Reaction Database (ORD), a public repository of structured organic reaction records. The task is: describe an organic reaction: reactants, conditions, products, and yield Starting materials: ClC1=CC=C(C=C1)/C=C/C(=O)C1=CC(=CC=C1)O ((E)-3-(4-Chlorophenyl)-1-(3-hydroxyphenyl)prop-2-en-1-one), OC=1C=C(C=CC1)C(\C=C\C1=CC=CC=C1)=O ((E)-1-(3-hydroxyphenyl)-3-phenylprop-2-en-1-one). Conditions: time 4 day. Product: ClC1=CC=C(C=C1)C1CC(C2=CC(=CC=C12)O)=O (3-(4-Chlorophenyl)-2,3-dihydro-6-hydroxyinden-1-one). Yield: 48.0%. Reaction SMILES: [Cl:1][C:2]1[CH:7]=[CH:6][C:5](/[CH:8]=[CH:9]/[C:10]([C:12]2[CH:17]=[CH:16][CH:15]=[C:14]([OH:18])[CH:13]=2)=[O:11])=[CH:4][CH:3]=1.OC1C=C(C(=O)/C=C/C2C=CC=CC=2)C=CC=1>>[Cl:1][C:2]1[CH:7]=[CH:6][C:5]([CH:8]2[C:17]3[C:12](=[CH:13][C:14]([OH:18])=[CH:15][CH:16]=3)[C:10](=[O:11])[CH2:9]2)=[CH:4][CH:3]=1. Procedure: The procedure of Step 2 of Example 1 was repeated except for using (E)-3-(4-chlorophenyl)-1-(3-hydroxyphenyl)prop-2-en-1-one obtained in Step 1 as a starting material instead of (E)-1-(3-hydroxyphenyl)-3-phenylprop-2-en-1-one and being stirred for 4 d to obtain the title compound (48%). The reactants are FC1=C(C=CC(=C1)O)C(=O)C1=NC(=NC=C1)SC ((2-Fluoro-4-hydroxyphenyl)-(2-methylsulfanyl-pyrimidin-4-yl)-methanone), C(=O)([O-])[O-].[K+].[K+] (K2CO3), CSCCCCS(=O)(=O)C1=CC=C(C)C=C1 (1-methylthio-4-tosylbutane). Run in CN1CCCC1=O (NMP). Product: FC1=C(C=CC(=C1)OCCCCSC)C(=O)C1=NC(=NC=C1)SC ([2-fluoro-4-(4-methylsulfanyl-butoxy)-phenyl]-(2-methylsulfanyl-pyrimidin-4-yl)-methanone). Yield: 73.5%. Reaction SMILES: [F:1][C:2]1[CH:7]=[C:6]([OH:8])[CH:5]=[CH:4][C:3]=1[C:9]([C:11]1[CH:16]=[CH:15][N:14]=[C:13]([S:17][CH3:18])[N:12]=1)=[O:10].C([O-])([O-])=O.[K+].[K+].[CH3:25][S:26][CH2:27][CH2:28][CH2:29][CH2:30]S(C1C=CC(C)=CC=1)(=O)=O>CN1C(=O)CCC1>[F:1][C:2]1[CH:7]=[C:6]([O:8][CH2:30][CH2:29][CH2:28][CH2:27][S:26][CH3:25])[CH:5]=[CH:4][C:3]=1[C:9]([C:11]1[CH:16]=[CH:15][N:14]=[C:13]([S:17][CH3:18])[N:12]=1)=[O:10] |f:1.2.3|. Procedure details: (2-Fluoro-4-hydroxyphenyl)-(2-methylsulfanyl-pyrimidin-4-yl)-methanone (2.26 g, 12.7 mmol), K2CO3 (3.5 g, 25.4 mmol) and 1-methylthio-4-tosylbutane (8.5 g, 44.5 mmol) were stirred in NMP for 1 h at 100° C., cooled to RT, filtered, diluted with water, and extracted into EtOAc. The combined organic layers were dried over sodium sulfate, filtered, concentrated in vacuo and purified by flash chromatography on a silica column eluting with hexane:ethyl acetate 9:1 to 3:2 to yield [2-fluoro-4-(4-methyl... Starting materials: CN1CCN(CC1)C=1C=C(C=CC1)NC1=NN2C(C=N1)=CC=C2C=2C=NNC2 ([3-(4-Methyl-piperazin-1-yl)-phenyl]-[7-(1H-pyrazol-4-yl)-pyrrolo[2,1-f][1,2,4]triazin-2-yl]-amine), C(C)(C)N(C(C)C)CC (N,N-Diisopropylethylamine), CN(C=O)C (N,N-Dimethylformamide), CS(=O)(=O)Cl (Methanesulfonyl chloride). Conditions: time 8 hour. The product is CS(=O)(=O)N1N=CC(=C1)C1=CC=C2C=NC(=NN21)NC2=CC(=CC=C2)N2CCN(CC2)C ([7-(1-Methanesulfonyl-1H-pyrazol-4-yl)-pyrrolo[2,1-f][1,2,4]triazin-2-yl]-[3-(4-methyl-piperazin-1-yl)-phenyl]-amine). The yield is 24.0%. RXN SMILES: [CH3:1][N:2]1[CH2:7][CH2:6][N:5]([C:8]2[CH:9]=[C:10]([NH:14][C:15]3[N:20]=[CH:19][C:18]4=[CH:21][CH:22]=[C:23]([C:24]5[CH:25]=[N:26][NH:27][CH:28]=5)[N:17]4[N:16]=3)[CH:11]=[CH:12][CH:13]=2)[CH2:4][CH2:3]1.C(N(CC)C(C)C)(C)C.CN(C)C=O.[CH3:43][S:44](Cl)(=[O:46])=[O:45]>>[CH3:43][S:44]([N:26]1[CH:25]=[C:24]([C:23]2[N:17]3[C:18]([CH:19]=[N:20][C:15]([NH:14][C:10]4[CH:11]=[CH:12][CH:13]=[C:8]([N:5]5[CH2:6][CH2:7][N:2]([CH3:1])[CH2:3][CH2:4]5)[CH:9]=4)=[N:16]3)=[CH:21][CH:22]=2)[CH:28]=[N:27]1)(=[O:46])=[O:45]. Procedure: To a solution of [3-(4-Methyl-piperazin-1-yl)-phenyl]-[7-(1H-pyrazol-4-yl)-pyrrolo[2,1-f][1,2,4]triazin-2-yl]-amine (1.00E2 mg, 0.267 mmol) and N,N-Diisopropylethylamine (48.8 uL, 0.280 mmol) in N,N-Dimethylformamide (12.1 mL, 156 mmol) was added Methanesulfonyl chloride (21.7 uL, 0.280 mmol). The reaction was stirred at rt overnight. LCMS 453.0 (M+H), HPLC rt=2.180 min, 97% purity. The reaction mixture was concentrated to remove DMF, diluted with CH2Cl2, and washed with sat'd aqueous NaHCO3. Th... Reactants: CC(Br)(CBr)C(=Nc1ccccc1)Oc1ccccc1, C1CCOC1, Cl. Yields the product CC(=CBr)C(=Nc1ccccc1)Oc1ccccc1. RXN SMILES: [Br:1][C:2]([C:3]([O:4][c:5]1[cH:6][cH:7][cH:8][cH:9][cH:10]1)=[N:11][c:12]1[cH:13][cH:14][cH:15][cH:16][cH:17]1)([CH2:18][Br:19])[CH3:20].[CH2:22]1[O:23][CH2:24][CH2:25][CH2:26]1.[ClH:21]>>[C:2]([C:3]([O:4][c:5]1[cH:6][cH:7][cH:8][cH:9][cH:10]1)=[N:11][c:12]1[cH:13][cH:14][cH:15][cH:16][cH:17]1)(=[CH:18][Br:19])[CH3:20]. The reactants are CCC(=O)O, CCO, O=c1[nH]c2ccc(C#Cc3ccccc3)cc2c2cc[nH]c12. The product is CCC(=O)O, O=c1[nH]c2ccc(CCc3ccccc3)cc2c2cc[nH]c12. RXN SMILES: [CH2:1]([CH3:2])[C:3](=[O:4])[OH:5].[CH3:28][CH2:29][OH:30].[O:6]=[c:7]1[nH:8][c:9]2[cH:10][cH:11][c:12]([C:20]#[C:21][c:22]3[cH:23][cH:24][cH:25][cH:26][cH:27]3)[cH:13][c:14]2[c:15]2[c:16]1[nH:17][cH:18][cH:19]2>>[CH2:1]([CH3:2])[C:3](=[O:4])[OH:5].[O:6]=[c:7]1[nH:8][c:9]2[cH:10][cH:11][c:12]([CH2:20][CH2:21][c:22]3[cH:23][cH:24][cH:25][cH:26][cH:27]3)[cH:13][c:14]2[c:15]2[c:16]1[nH:17][cH:18][cH:19]2. The reactants are BrN1C(CCC1=O)=O (N-bromosuccinimide), FC=1C=C(OC=2C=C(C(=CC2)F)C)C=CC1 (3-(3-fluorophenoxy)-6-fluorotoluene), N(=NC(C#N)(C)C)C(C#N)(C)C (azo-diisobutyronitrile). The solvent is C(Cl)(Cl)(Cl)Cl (carbon tetrachloride). Conditions: temperature 10 celsius. The product is FC=1C=C(OC=2C=C(CBr)C(=CC2)F)C=CC1 (3-(3-Fluorophenoxy)-6-fluorobenzyl bromide). Isolated yield 51.0%. RXN SMILES: [F:1][C:2]1[CH:3]=[C:4]([CH:14]=[CH:15][CH:16]=1)[O:5][C:6]1[CH:7]=[C:8]([CH3:13])[C:9]([F:12])=[CH:10][CH:11]=1.[Br:17]N1C(=O)CCC1=O.N(C(C)(C)C#N)=NC(C)(C)C#N>C(Cl)(Cl)(Cl)Cl>[F:1][C:2]1[CH:3]=[C:4]([CH:14]=[CH:15][CH:16]=1)[O:5][C:6]1[CH:7]=[C:8]([C:9]([F:12])=[CH:10][CH:11]=1)[CH2:13][Br:17]. Procedure details: 48.4 g (0.22 mol) of 3-(3-fluorophenoxy)-6-fluorotoluene were dissolved in 300 ml of anhydrous carbon tetrachloride and heated under reflux with 41 g of N-bromosuccinimide. After 70° C. was reached, 3 g of azo-diisobutyronitrile were added; after about 10-20 minutes the reaction commenced, with evolution of heat, and after the exothermic reaction had subsided the mixture was heated under reflux for a further 4 hours. The reaction batch was then cooled to 10° C., the succinimide was filtered off ... The reactants are COC(=O)C(N)C(C)O, Cl, CC(NC(=O)Cc1ccccc1)C(=O)O. Yields the product COC(=O)C(NC(=O)C(C)NC(=O)Cc1ccccc1)C(C)O. RXN SMILES: [CH3:17][O:18][C:19]([CH:20]([NH2:21])[CH:22]([OH:23])[CH3:24])=[O:25].[ClH:16].[c:1]1([CH2:7][C:8](=[O:9])[NH:10][CH:11]([CH3:12])[C:13](=[O:14])[OH:15])[cH:2][cH:3][cH:4][cH:5][cH:6]1>>[c:1]1([CH2:7][C:8](=[O:9])[NH:10][CH:11]([CH3:12])[C:13](=[O:15])[NH:21][CH:20]([C:19]([O:18][CH3:17])=[O:25])[CH:22]([OH:23])[CH3:24])[cH:2][cH:3][cH:4][cH:5][cH:6]1. Starting materials: COCC(C)Oc1nc(N)c2ncn(C3CCCCO3)c2n1, ClCCl, O=C1CCC(=O)N1Br. Product: COCC(C)Oc1nc(N)c2nc(Br)n(C3CCCCO3)c2n1. Reaction SMILES: [CH3:1][CH:2]([CH2:3][O:4][CH3:5])[O:6][c:7]1[n:8][c:9]([NH2:22])[c:10]2[n:11][cH:12][n:13]([CH:16]3[O:17][CH2:18][CH2:19][CH2:20][CH2:21]3)[c:14]2[n:15]1.[Cl:31][CH2:32][Cl:33].[O:23]=[C:24]1[N:25]([Br:30])[C:26](=[O:27])[CH2:28][CH2:29]1>>[CH3:1][CH:2]([CH2:3][O:4][CH3:5])[O:6][c:7]1[n:8][c:9]([NH2:22])[c:10]2[n:11][c:12]([Br:30])[n:13]([CH:16]3[O:17][CH2:18][CH2:19][CH2:20][CH2:21]3)[c:14]2[n:15]1. Starting materials: CCN=C=O, CN(C)CCCNC(=O)C1CC2c3cccc4c3c(cn4C(=O)OC(C)(C)C)CC2N(C(=O)OC(C)(C)C)C1, ClCCl, Cl[Cu], c1ccc(P(c2ccccc2)c2ccccc2)cc1. Yields the product CCNC(=O)N(CCCN(C)C)C(=O)C1CC2c3cccc4c3c(cn4C(=O)OC(C)(C)C)CC2N(C(=O)OC(C)(C)C)C1. Reaction SMILES: [CH2:59]([CH3:60])[N:61]=[C:62]=[O:63].[CH3:1][N:2]([CH2:3][CH2:4][CH2:5][NH:6][C:7](=[O:8])[CH:9]1[CH2:10][N:11]([C:32](=[O:33])[O:34][C:35]([CH3:36])([CH3:37])[CH3:38])[CH:12]2[CH2:13][c:14]3[cH:15][n:16]([C:25](=[O:26])[O:27][C:28]([CH3:29])([CH3:30])[CH3:31])[c:17]4[cH:18][cH:19][cH:20][c:21]([c:24]34)[CH:22]2[CH2:23]1)[CH3:39].[Cl:64][CH2:65][Cl:66].[Cl:67][Cu:68].[c:40]1([P:41]([c:42]2[cH:43][cH:44][cH:45][cH:46][cH:47]2)[c:48]2[cH:49][cH:50][cH:51][cH:52][cH:53]2)[cH:54][cH:55][cH:56][cH:57][cH:58]1>>[CH3:1][N:2]([CH2:3][CH2:4][CH2:5][N:6]([C:7](=[O:8])[CH:9]1[CH2:10][N:11]([C:32](=[O:33])[O:34][C:35]([CH3:36])([CH3:37])[CH3:38])[CH:12]2[CH2:13][c:14]3[cH:15][n:16]([C:25](=[O:26])[O:27][C:28]([CH3:29])([CH3:30])[CH3:31])[c:17]4[cH:18][cH:19][cH:20][c:21]([c:24]34)[CH:22]2[CH2:23]1)[C:62]([NH:61][CH2:59][CH3:60])=[O:63])[CH3:39].